Dataset: the Open Reaction Database (ORD), a public repository of structured organic reaction records. Task: describe an organic reaction: reactants, conditions, products, and yield Reactants: C(C)(C)(C)N1N=C(C=2C1=NC=NC2N)C2=CC=C(C=C2)OC2=CC=CC=C2 (1-tert-butyl-3-(4-phenoxyphenyl)-1H-pyrazolo[3,4-d]pyrimidin-4-amine). The solvent is C(=O)O (formic acid), Cl (HCl). Run at time 30 minute. The product is O(C1=CC=CC=C1)C1=CC=C(C=C1)C1=NNC2=NC=NC(=C21)N (3-(4-phenoxyphenyl)-1H-pyrazolo[3,4-d]pyrimidin-4-amine). Reaction SMILES: C([N:5]1[C:9]2=[N:10][CH:11]=[N:12][C:13]([NH2:14])=[C:8]2[C:7]([C:15]2[CH:20]=[CH:19][C:18]([O:21][C:22]3[CH:27]=[CH:26][CH:25]=[CH:24][CH:23]=3)=[CH:17][CH:16]=2)=[N:6]1)(C)(C)C>C(O)=O.Cl>[O:21]([C:18]1[CH:19]=[CH:20][C:15]([C:7]2[C:8]3[C:9](=[N:10][CH:11]=[N:12][C:13]=3[NH2:14])[NH:5][N:6]=2)=[CH:16][CH:17]=1)[C:22]1[CH:27]=[CH:26][CH:25]=[CH:24][CH:23]=1. Procedure details: 1-tert-butyl-3-(4-phenoxyphenyl)-1H-pyrazolo[3,4-d]pyrimidin-4-amine (19 mg, 54.1 mmol) was dissolved in a solution of formic acid (1 mL) and conc. HCl (0.1 mL) and heated to reflux. The reaction was allowed to proceed 30 min., then concentrated in vacuo and the products purified by RP-HPLC (MeCN:H2O:0.1% TFA). ESI-MS (M+H)+ m/z calcd 304.1, found 304.3. Starting materials: CO, ClCCl, Nc1ccc2c(c1)CCCC2=NO, [Na+], [OH-], O. Product: Nc1ccc2c(c1)CCCNC2=O. Reaction SMILES: [CH3:16][OH:17].[Cl:18][CH2:19][Cl:20].[NH2:1][c:2]1[cH:3][c:4]2[c:9]([cH:10][cH:11]1)[C:8](=[N:12][OH:13])[CH2:7][CH2:6][CH2:5]2.[Na+:15].[OH-:14].[OH2:21]>>[NH2:1][c:2]1[cH:3][c:4]2[c:9]([cH:10][cH:11]1)[C:8](=[O:14])[NH:12][CH2:7][CH2:6][CH2:5]2.